The task is: describe an organic reaction: reactants, conditions, products, and yield. This data is from the Open Reaction Database (ORD), a public repository of structured organic reaction records. Reactants: C(C)(C)(C)OC(=O)N[C@@H](C)C(=O)NC1=CC=C(C=C1)C1=NC=C(C(=N1)O)C(=O)O (2-[4-(N-t-butoxycarbonyl-L-alanylamino)phenyl]-4-hydroxy-5-pyrimidine carboxylic acid), N1=CC=CC=C1 (pyridine), C(CC)(=O)OC(CC)=O (propionic anhydride). The solvent is CO (methanol). Yields the product C(CC)(=O)N[C@@H](C)C(=O)NC1=CC=C(C=C1)C1=NC=C(C(=N1)O)C(=O)O (2-[4-(N-propionyl-L-alanylamino)phenyl]-4-hydroxy-5-pyrimidine carboxylic acid). RXN SMILES: C([O:5][C:6]([NH:8][C@H:9]([C:11]([NH:13][C:14]1[CH:19]=[CH:18][C:17]([C:20]2[N:25]=[C:24]([OH:26])[C:23]([C:27]([OH:29])=[O:28])=[CH:22][N:21]=2)=[CH:16][CH:15]=1)=[O:12])[CH3:10])=O)(C)(C)C.N1C=CC=[CH:32][CH:31]=1.C(OC(=O)CC)(=O)CC>CO>[C:6]([NH:8][C@H:9]([C:11]([NH:13][C:14]1[CH:15]=[CH:16][C:17]([C:20]2[N:25]=[C:24]([OH:26])[C:23]([C:27]([OH:29])=[O:28])=[CH:22][N:21]=2)=[CH:18][CH:19]=1)=[O:12])[CH3:10])(=[O:5])[CH2:31][CH3:32]. Reported procedure: A suspension of 1.90 g (6.3 mmol) of the above pyrimidine acid and 20 ml of pyridine is stirred at room temperature and 5 ml of propionic anhydride is added. After stirring 1 hr at room temperature, methanol (10 ml) is added and the mixture evaporated to a syrup in vacuo. Water is added to the residue, the pH is adjusted to 2.3 with dilute HCl, and the product filtered. After washing with water and drying gives 1.93 g of 2-[4-(N-propionyl-L-alanylamino)phenyl]-4-hydroxy-5-pyrimidine carboxylic a... The reactants are C1(=CC=C(C=C1)S(=O)(=O)OC1=C(C=C2C(C(=CN3C(CCC1=C23)C)C(=O)O)=O)Cl)C (8-(p-toluenesulfonyloxy)-9-chloro-5-methyl-6,7-dihydro-1-oxo-1H,5H-benzo[ij]quinolizine-2-carboxylic acid), FC(C(=O)N1CCNCC1)(F)F (1-trifluoroacetylpiperazine), 10. The solvent is CS(=O)C (dimethyl sulfoxide). The product is FC(C(=O)N1CCN(CC1)C1=C(C=C2C(C(=CN3C(CCC1=C23)C)C(=O)O)=O)Cl)(F)F (8-(4-trifluoroacetyl-1-piperazinyl)-9-chloro-5-methyl-6,7-dihydro-1-oxo-1H,5H-benzo[ij]quinolizine-2-carboxylic acid). Isolated yield 50.0%. RXN SMILES: C1(C)C=CC(S(O[C:11]2[C:22]3=[C:23]4[N:18]([CH:19]([CH3:24])[CH2:20][CH2:21]3)[CH:17]=[C:16]([C:25]([OH:27])=[O:26])[C:15](=[O:28])[C:14]4=[CH:13][C:12]=2[Cl:29])(=O)=O)=CC=1.[F:31][C:32]([F:42])([F:41])[C:33]([N:35]1[CH2:40][CH2:39][NH:38][CH2:37][CH2:36]1)=[O:34]>CS(C)=O>[F:42][C:32]([F:31])([F:41])[C:33]([N:35]1[CH2:40][CH2:39][N:38]([C:11]2[C:22]3=[C:23]4[N:18]([CH:19]([CH3:24])[CH2:20][CH2:21]3)[CH:17]=[C:16]([C:25]([OH:27])=[O:26])[C:15](=[O:28])[C:14]4=[CH:13][C:12]=2[Cl:29])[CH2:37][CH2:36]1)=[O:34]. Reported procedure: A mixture of 4.5 g of 8-(p-toluenesulfonyloxy)-9-chloro-5-methyl-6,7-dihydro-1-oxo-1H,5H-benzo[ij]quinolizine-2-carboxylic acid, 9.1 g of 1-trifluoroacetylpiperazine and 200 ml of anhydrous dimethyl sulfoxide was heated with stirring in an autoclave at 150° to 160° C. for 17 hours under nitrogen gas flow at a pressure of 10 atms. The reaction mixture was treated in the same manner as Example 73 to obtain 2.3 g of 8-(4-trifluoroacetyl-1-piperazinyl)-9-chloro-5-methyl-6,7-dihydro-1-oxo-1H,5H-benzo... Starting materials: CC(=O)C(=O)O, [Cl-], CC(C)C(Nc1ccc(Cl)cc1)C(=O)O. The product is CC(=O)C(=O)N(c1ccc(Cl)cc1)C(C(=O)O)C(C)C. RXN SMILES: [CH3:2][C:3](=[O:4])[C:5]([OH:6])=[O:7].[Cl-:1].[Cl:8][c:9]1[cH:10][cH:11][c:12]([NH:15][CH:16]([CH:17]([CH3:18])[CH3:19])[C:20](=[O:21])[OH:22])[cH:13][cH:14]1>>[CH3:2][C:3](=[O:4])[C:5](=[O:6])[N:15]([c:12]1[cH:11][cH:10][c:9]([Cl:8])[cH:14][cH:13]1)[CH:16]([CH:17]([CH3:18])[CH3:19])[C:20](=[O:21])[OH:22]. Starting materials: Br, [Cu], O=N[O-], Nc1nnc(C(F)(F)F)s1, [Na+], [Na+], [Na+], [OH-], O=S([O-])O. Yields the product FC(F)(F)c1nnc(Br)s1. RXN SMILES: [BrH:22].[Cu:23].[N:1]([O-:2])=[O:3].[NH2:5][c:6]1[s:7][c:8]([C:11]([F:12])([F:13])[F:14])[n:9][n:10]1.[Na+:16].[Na+:21].[Na+:4].[OH-:15].[S:17](=[O:18])([OH:19])[O-:20]>>[c:6]1([Br:22])[s:7][c:8]([C:11]([F:12])([F:13])[F:14])[n:9][n:10]1. Reactants: [Br-], C1CCOC1, COCCCCc1c(C(=O)N(CC(C)C)C2CC(C(=O)N(C)OC)CN(C(=O)OC(C)(C)C)C2)nnn1-c1ccccc1, C[Mg+], [Cl-], [NH4+]. The product is COCCCCc1c(C(=O)N(CC(C)C)C2CC(C(C)=O)CN(C(=O)OC(C)(C)C)C2)nnn1-c1ccccc1. Reaction SMILES: [Br-:44].[CH2:49]1[O:50][CH2:51][CH2:52][CH2:53]1.[CH3:1][O:2][CH2:3][CH2:4][CH2:5][CH2:6][c:7]1[c:8]([C:18](=[O:19])[N:20]([CH:21]2[CH2:22][N:23]([C:33](=[O:34])[O:35][C:36]([CH3:37])([CH3:38])[CH3:39])[CH2:24][CH:25]([C:27]([N:28]([O:29][CH3:30])[CH3:31])=[O:32])[CH2:26]2)[CH2:40][CH:41]([CH3:42])[CH3:43])[n:9][n:10][n:11]1-[c:12]1[cH:13][cH:14][cH:15][cH:16][cH:17]1.[CH3:45][Mg+:46].[Cl-:47].[NH4+:48]>>[CH3:1][O:2][CH2:3][CH2:4][CH2:5][CH2:6][c:7]1[c:8]([C:18](=[O:19])[N:20]([CH:21]2[CH2:22][N:23]([C:33](=[O:34])[O:35][C:36]([CH3:37])([CH3:38])[CH3:39])[CH2:24][CH:25]([C:27](=[O:32])[CH3:45])[CH2:26]2)[CH2:40][CH:41]([CH3:42])[CH3:43])[n:9][n:10][n:11]1-[c:12]1[cH:13][cH:14][cH:15][cH:16][cH:17]1. Starting materials: O=C(O)c1ccc(CBr)cc1, C=CCCOCc1ccc(C(=O)O)cc1, CCO, [H-], [Na+]. Product: CCOCc1ccc(C(=O)O)cc1. As a reaction SMILES: [Br:1][CH2:2][c:3]1[cH:4][cH:5][c:6]([C:7]([OH:8])=[O:9])[cH:10][cH:11]1.[CH2:14]([CH2:15][CH:16]=[CH2:17])[O:18][CH2:19][c:20]1[cH:21][cH:22][c:23]([C:24](=[O:25])[OH:26])[cH:27][cH:28]1.[CH3:29][CH2:30][OH:31].[H-:12].[Na+:13]>>[CH2:14]([CH3:15])[O:18][CH2:19][c:20]1[cH:21][cH:22][c:23]([C:24](=[O:25])[OH:26])[cH:27][cH:28]1. Reactants: CP(C)(=O)Cl, [H-], O=[N+]([O-])c1ccc(O)cc1, [Na+], C1CCOC1. The product is CP(C)(=O)Oc1ccc([N+](=O)[O-])cc1. RXN SMILES: [CH3:1][P:2](=[O:3])([CH3:4])[Cl:5].[H-:6].[N+:8](=[O:9])([O-:10])[c:11]1[cH:12][cH:13][c:14]([OH:17])[cH:15][cH:16]1.[Na+:7].[O:18]1[CH2:19][CH2:20][CH2:21][CH2:22]1>>[CH3:1][P:2](=[O:3])([CH3:4])[O:17][c:14]1[cH:13][cH:12][c:11]([N+:8](=[O:9])[O-:10])[cH:16][cH:15]1.